Dataset: the Open Reaction Database (ORD), a public repository of structured organic reaction records. Task: describe an organic reaction: reactants, conditions, products, and yield Starting materials: CCN=C=NCCCN(C)C, CN1CCCC1=O, CCOC(C)=O, CCN(C(C)C)C(C)C, NCc1ccc(Cl)cc1, Cl, O=C(O)Cn1cc(C=C2SC(=O)NC2=O)c2ccccc21, On1nnc2ccccc21. Product: O=C(Cn1cc(C=C2SC(=O)NC2=O)c2ccccc21)NCc1ccc(Cl)cc1. As a reaction SMILES: [CH2:22]([N:23]=[C:24]=[N:25][CH2:26][CH2:27][CH2:28][N:29]([CH3:30])[CH3:31])[CH3:32].[CH3:62][N:63]1[CH2:64][CH2:65][CH2:66][C:67]1=[O:68].[CH3:69][CH2:70][O:71][C:72](=[O:73])[CH3:74].[CH:53]([N:54]([CH2:55][CH3:56])[CH:57]([CH3:58])[CH3:59])([CH3:60])[CH3:61].[Cl:44][c:45]1[cH:46][cH:47][c:48]([CH2:49][NH2:50])[cH:51][cH:52]1.[ClH:33].[O:1]=[C:2]1[S:3][C:4](=[CH:8][c:9]2[cH:10][n:11]([CH2:18][C:19](=[O:20])[OH:21])[c:12]3[cH:13][cH:14][cH:15][cH:16][c:17]23)[C:5](=[O:7])[NH:6]1.[OH:34][n:35]1[c:36]2[cH:37][cH:38][cH:39][cH:40][c:41]2[n:42][n:43]1>>[O:1]=[C:2]1[S:3][C:4](=[CH:8][c:9]2[cH:10][n:11]([CH2:18][C:19](=[O:21])[NH:50][CH2:49][c:48]3[cH:47][cH:46][c:45]([Cl:44])[cH:52][cH:51]3)[c:12]3[cH:13][cH:14][cH:15][cH:16][c:17]23)[C:5](=[O:7])[NH:6]1. Starting materials: amide, 2,4-bis(4-methoxyphenyl)-1,3-dithio-2,4-diphosphotane-2,4-disulfide, [Na] (sodium), S(=O)(Cl)Cl (thionyl chloride), ClCCC1OC2=C(C(N(C1)C)=O)C=C(C=N2)C2=CC=CC=C2 (2-(2-chloroethyl)-2,3-dihydro-4-methyl-7-phenylpyrido[3,2-f] -1,4-oxazepin-5(4H)-one). The solvent is C1(=CC=CC=C1)C (toluene). Reaction conditions: time 10 minute. The product is ClCCC1OC2=C(C(N(C1)C)=S)C=C(C=N2)C2=CC=CC=C2 (2-(2-Chloroethyl)-2,3-dihydro-4-methyl-7-phenylpyrido[3,2-f]-1,4-oxazepine-5(4H)-thione). Yield: 64.0%. As a reaction SMILES: [Na].[S:2](Cl)(Cl)=O.[Cl:6][CH2:7][CH2:8][CH:9]1[CH2:15][N:14]([CH3:16])[C:13](=O)[C:12]2[CH:18]=[C:19]([C:22]3[CH:27]=[CH:26][CH:25]=[CH:24][CH:23]=3)[CH:20]=[N:21][C:11]=2[O:10]1>C1(C)C=CC=CC=1>[Cl:6][CH2:7][CH2:8][CH:9]1[CH2:15][N:14]([CH3:16])[C:13](=[S:2])[C:12]2[CH:18]=[C:19]([C:22]3[CH:27]=[CH:26][CH:25]=[CH:24][CH:23]=3)[CH:20]=[N:21][C:11]=2[O:10]1 |^1:0|. Procedure: The entire portion of the above sodium salt was added ~400 ml of thionyl chloride slowly (reaction was slightly exothermic) and stirred at room temperature for 10 minutes. The thionyl chloride was removed by rotary evaporation at 70° C. and the residue azeotroped once with toluene. The residue was suspended in 600 ml of methylene chloride and to the suspension was added diisopropylethylamine cautiously until the solution was basic. The reaction solution was washed with 3×200 ml of 1N hydrochlori...